From a dataset of the Open Reaction Database (ORD), a public repository of structured organic reaction records. describe an organic reaction: reactants, conditions, products, and yield Starting materials: N1=CC=CC=C1 (pyridine), Cl.O1CCN(CC1)NN=CNC1=CC=C(C(=O)O)C=C1 (4-morpholinoaminoiminomethylamino-benzoic acid.hydrochloride), Cl.C(N)(=N)C=1C=C2C=CC(=C(C2=CC1)CC(N)=O)O (6-amidino-1-carbamoylmethyl-2-naphthol.hydrochloride), C1CCC(CC1)N=C=NC2CCCCC2 (DCC). Reagents/catalysts: CN(C)C=1C=CN=CC1 (DMAP). The solvent is C(C)C(=O)C.O.C(C)(=O)O (methyl ethyl ketone water acetic acid). Conditions: time 2 hour. Yields the product Cl.Cl.O1CCN(CC1)NN=CNC1=CC=C(C(=O)OC2=C(C3=CC=C(C=C3C=C2)C(N)=N)CC(N)=O)C=C1 (6-amidino-1-carbamoylmethyl-2-naphthyl 4-(morpholinoaminoiminomethylamino)-benzoate.dihydrochloride). Yield: 101.2%. As a reaction SMILES: N1C=CC=CC=1.[ClH:7].[O:8]1[CH2:13][CH2:12][N:11]([NH:14][N:15]=[CH:16][NH:17][C:18]2[CH:26]=[CH:25][C:21]([C:22]([OH:24])=[O:23])=[CH:20][CH:19]=2)[CH2:10][CH2:9]1.Cl.[C:28]([C:31]1[CH:32]=[C:33]2[C:38](=[CH:39][CH:40]=1)[C:37]([CH2:41][C:42](=[O:44])[NH2:43])=[C:36](O)[CH:35]=[CH:34]2)(=[NH:30])[NH2:29].C1CCC(N=C=NC2CCCCC2)CC1>CN(C1C=CN=CC=1)C.C(C(C)=O)C.O.C(O)(=O)C>[ClH:7].[ClH:7].[O:8]1[CH2:13][CH2:12][N:11]([NH:14][N:15]=[CH:16][NH:17][C:18]2[CH:26]=[CH:25][C:21]([C:22]([O:24][C:36]3[CH:35]=[CH:34][C:33]4[C:38](=[CH:39][CH:40]=[C:31]([C:28](=[NH:29])[NH2:30])[CH:32]=4)[C:37]=3[CH2:41][C:42](=[O:44])[NH2:43])=[O:23])=[CH:20][CH:19]=2)[CH2:10][CH2:9]1 |f:1.2,3.4,7.8.9,10.11.12|. Procedure details: 55 Milliliters of 10% hydrous pyridine was added to 1.5 g of 4-morpholinoaminoiminomethylamino-benzoic acid.hydrochloride, 1.12 g of 6-amidino-1-carbamoylmethyl-2-naphthol.hydrochloride, 1.55 g of DCC and 61 mg of DMAP, followed by stirring for 2 hours under cooling with ice and then 24 hours at room temperature. The precipitate was filtered and the filtrate was concentrated under reduced pressure. To the residue was added 15 ml of methanol, and the solution was added dropwise to 400 ml of ether... The reactants are N[C@@H](CC1=CC=C(C=C1)O)C(=O)O (Tyr), N[C@@H](C)C(=O)O (Ala), N[C@@H](CC(C)C)C(=O)O (Leu), N[C@@H](CCCNC(N)=N)C(=O)O (Arg), N[C@@H](CCCNC(N)=N)C(=O)O (Arg), NCC(=O)O (Gly). Yields the product N[C@@H](CCCCN)C(=O)O (Lys). RXN SMILES: [NH2:1][C@H:2]([C:11]([OH:13])=[O:12])[CH2:3][C:4]1C=CC(O)=[CH:6][CH:5]=1.[NH2:14][C@H](C(O)=O)CCCNC(=N)N.N[C@H](C(O)=O)C.N[C@H](C(O)=O)CC(C)C.NCC(O)=O>>[NH2:1][C@H:2]([C:11]([OH:13])=[O:12])[CH2:3][CH2:4][CH2:5][CH2:6][NH2:14]. Procedure details: Tyr.Arg.Arg.Ala.Ser.Leu.Gly SEQ ID NO: 7